From a dataset of the Open Reaction Database (ORD), a public repository of structured organic reaction records. describe an organic reaction: reactants, conditions, products, and yield Starting materials: COC(=O)C=1CN(CCC1OS(=O)(=O)C(F)(F)F)C(=O)OC(C)(C)C (4-Trifluoromethanesulfonyloxy-5,6-dihydro-2H-pyridine-1,3-dicarboxylic acid 1-tert-butyl ester 3-methyl ester), [NH4+].[Cl-] (NH4Cl), [Li]CCCC (BuLi), BrC=1C=CC(=NC1)OCCOC1=C(C=C(C=C1Cl)C)Cl (5-bromo-2-[2-(2,6-dichloro-4-methyl-phenoxy)-ethoxy]-pyridine). The reagents and catalysts are C=1C=CC(=CC1)[P](C=2C=CC=CC2)(C=3C=CC=CC3)[Pd]([P](C=4C=CC=CC4)(C=5C=CC=CC5)C=6C=CC=CC6)([P](C=7C=CC=CC7)(C=8C=CC=CC8)C=9C=CC=CC9)[P](C=1C=CC=CC1)(C=1C=CC=CC1)C=1C=CC=CC1 (Pd(PPh3)4), [Cl-].[Cl-].[Zn+2] (ZnCl2). Solvent: C1CCOC1 (THF). Run at temperature -78 celsius, time 1 hour. Product: COC(=O)C=1CN(CCC1C=1C=NC(=CC1)OCCOC1=C(C=C(C=C1Cl)C)Cl)C(=O)OC(C)(C)C (6-[2-(2,6-Dichloro-4-methyl-phenoxy)-ethoxy]-5′,6′-dihydro-2′H-[3,4′]bipyridinyl-1′,3′-dicarboxylic acid 1′-tert-butyl ester 3′-methyl ester). Yield: 70.4%. As a reaction SMILES: [Li]CCCC.Br[C:7]1[CH:8]=[CH:9][C:10]([O:13][CH2:14][CH2:15][O:16][C:17]2[C:22]([Cl:23])=[CH:21][C:20]([CH3:24])=[CH:19][C:18]=2[Cl:25])=[N:11][CH:12]=1.[CH3:26][O:27][C:28]([C:30]1[CH2:31][N:32]([C:44]([O:46][C:47]([CH3:50])([CH3:49])[CH3:48])=[O:45])[CH2:33][CH2:34][C:35]=1OS(C(F)(F)F)(=O)=O)=[O:29].[NH4+].[Cl-]>C1COCC1.[Cl-].[Cl-].[Zn+2].C1C=CC([P]([Pd]([P](C2C=CC=CC=2)(C2C=CC=CC=2)C2C=CC=CC=2)([P](C2C=CC=CC=2)(C2C=CC=CC=2)C2C=CC=CC=2)[P](C2C=CC=CC=2)(C2C=CC=CC=2)C2C=CC=CC=2)(C2C=CC=CC=2)C2C=CC=CC=2)=CC=1>[CH3:26][O:27][C:28]([C:30]1[CH2:31][N:32]([C:44]([O:46][C:47]([CH3:50])([CH3:49])[CH3:48])=[O:45])[CH2:33][CH2:34][C:35]=1[C:7]1[CH:12]=[N:11][C:10]([O:13][CH2:14][CH2:15][O:16][C:17]2[C:22]([Cl:23])=[CH:21][C:20]([CH3:24])=[CH:19][C:18]=2[Cl:25])=[CH:9][CH:8]=1)=[O:29] |f:3.4,6.7.8,^1:64,66,85,104|. Procedure details: BuLi (1.6M in hexane, 39.3 mL, 45.2 mmol) was added to a sol. of 5-bromo-2-[2-(2,6-dichloro-4-methyl-phenoxy)-ethoxy]-pyridine (13.0 g, 34.5 mmol) in THF (700 mL) at −78° C. The mixture was stirred for 1 h at −78° C., and ZnCl2 (0.72M in THF, 78.6 mL, 56.5 mmol) was added. The mixture was allowed to warm up to rt. 4-Trifluoromethanesulfonyloxy-5,6-dihydro-2H-pyridine-1,3-dicarboxylic acid 1-tert-butyl ester 3-methyl ester (WO 2004/002957, 11.0 g, 28.3 mmol) and Pd(PPh3)4 (813 mg, 0.704 mmol) wer...